From a dataset of the Open Reaction Database (ORD), a public repository of structured organic reaction records. describe an organic reaction: reactants, conditions, products, and yield Reactants: COC1=CC=C(C=C1)CSC=1NC(=C(C(N1)C1=CC(=CC=C1)[N+](=O)[O-])C(=O)OCC)C (1,4-dihydro-2-[[(4-methoxyphenyl)methyl]thio]-6-methyl-4-(3-nitrophenyl)-5-pyrimidinecarboxylic acid, ethyl ester), N1=CC=CC=C1 (pyridine), CNC (dimethylamine), C(=O)(Cl)Cl (phosgene). The solvent is O1CCCC1 (tetrahydrofuran), C(C)(=O)OCC (ethyl acetate). Conditions: time 0.5 hour. Product: COC1=CC=C(C=C1)CSC=1N(C(C(=C(N1)C)C(=O)OCC)C1=CC(=CC=C1)[N+](=O)[O-])C(=O)N(C)C (1,6-Dihydro-2-[[(4-methoxyphenyl)methyl]thio]-4-methyl-1-[(dimethylamino)carbonyl]-6-(3-nitrophenyl)-5-pyrimidinecarboxylic acid, ethyl ester). RXN SMILES: [CH3:1][O:2][C:3]1[CH:8]=[CH:7][C:6]([CH2:9][S:10][C:11]2[NH:12][C:13]([CH3:31])=[C:14]([C:26]([O:28][CH2:29][CH3:30])=[O:27])[CH:15]([C:17]3[CH:22]=[CH:21][CH:20]=[C:19]([N+:23]([O-:25])=[O:24])[CH:18]=3)[N:16]=2)=[CH:5][CH:4]=1.[N:32]1[CH:37]=CC=C[CH:33]=1.[C:38](Cl)(Cl)=[O:39].CNC>O1CCCC1.C(OCC)(=O)C>[CH3:1][O:2][C:3]1[CH:8]=[CH:7][C:6]([CH2:9][S:10][C:11]2[N:16]([C:38]([N:32]([CH3:37])[CH3:33])=[O:39])[CH:15]([C:17]3[CH:22]=[CH:21][CH:20]=[C:19]([N+:23]([O-:25])=[O:24])[CH:18]=3)[C:14]([C:26]([O:28][CH2:29][CH3:30])=[O:27])=[C:13]([CH3:31])[N:12]=2)=[CH:5][CH:4]=1. Procedure: A solution of 1,4-dihydro-2-[[(4-methoxyphenyl)methyl]thio]-6-methyl-4-(3-nitrophenyl)-5-pyrimidinecarboxylic acid, ethyl ester (0.5 g, 1.1 mmole) in 10 ml of dry tetrahydrofuran under argon at 0°-5° C. was treated with pyridine (1.0 ml, 12.6 mmole), then with phosgene (1.16 ml of 12.5% in benzene, 1.47 mmol). After 0.5 hours at 0°-5° C., dimethylamine (1 ml of 40% aqueous, excess) was added. Reaction was complete within 0.5 hours. The mixture was diluted with ethyl acetate and washed with 1N hy... Reactants: C(C)OC(CN1N=CC=2C1=NC=CC2)=O (pyrazolo[3,4-b]pyridin-1-yl-acetic acid ethyl ester), O[Li].O (LiOH.H2O), Cl (hydrochoric acid). Run in C1CCOC1 (THF), O (water). Reaction conditions: time 2 hour. Yields the product N1(N=CC=2C1=NC=CC2)CC(=O)O (Pyrazolo[3,4-b]pyridin-1-yl-acetic acid). The yield is 40.0%. RXN SMILES: C([O:3][C:4](=[O:15])[CH2:5][N:6]1[C:10]2=[N:11][CH:12]=[CH:13][CH:14]=[C:9]2[CH:8]=[N:7]1)C.O[Li].O.Cl>C1COCC1.O>[N:6]1([CH2:5][C:4]([OH:15])=[O:3])[C:10]2=[N:11][CH:12]=[CH:13][CH:14]=[C:9]2[CH:8]=[N:7]1 |f:1.2|. Procedure details: To a stirred solution of pyrazolo[3,4-b]pyridin-1-yl-acetic acid ethyl ester (210 mg, 1.02 mmol) (Preparation 133) in THF (4 mL) and water (1 mL) at 0° C. was added LiOH.H2O (129 mg, 3.06 mmol). The reaction mixture was stirred at room temperature for 2 hours. The pH was of the mixture was adjusted to pH 4 with 2 N aqueous hydrochoric acid and extracted with 20% isopropanol in dichloromethane (8×5 mL). The combined organics were dried over sodium sulfate, filtered and concentrated under reduced ... Reactants: Cl (hydrochloric acid), [BH4-].[Na+] (sodium borohydride), ClC=1C=CC(=C(C(=O)NC2COC3=CC(=CC=C3C2=O)C)C1)OC (3-(5-chloro-2-methoxybenzamido)-7-methyl-4-chromanone), ice water. Run in C(C)O (ethanol). Run at time 2 hour. The product is ClC=1C=CC(=C(C(=O)NC2COC3=CC(=CC=C3C2O)C)C1)OC (3-(5-Chloro-2-methoxybenzamido)-7-methylchroman-4-ol). As a reaction SMILES: [BH4-].[Na+].[Cl:3][C:4]1[CH:5]=[CH:6][C:7]([O:25][CH3:26])=[C:8]([CH:24]=1)[C:9]([NH:11][CH:12]1[C:21](=[O:22])[C:20]2[C:15](=[CH:16][C:17]([CH3:23])=[CH:18][CH:19]=2)[O:14][CH2:13]1)=[O:10].Cl>C(O)C>[Cl:3][C:4]1[CH:5]=[CH:6][C:7]([O:25][CH3:26])=[C:8]([CH:24]=1)[C:9]([NH:11][CH:12]1[CH:21]([OH:22])[C:20]2[C:15](=[CH:16][C:17]([CH3:23])=[CH:18][CH:19]=2)[O:14][CH2:13]1)=[O:10] |f:0.1|. Procedure details: 0.5 g (12.5 mmol) of sodium borohydride was introduced into a suspension of 8.65 g (25 mmol) of 3-(5-chloro-2-methoxybenzamido)-7-methyl-4-chromanone in 40 ml of ethanol. During stirring at 30°-40° C. for 2 hours, the solid dissolved. The solution was then cooled, introduced into ice/water and acidified to pH 1-2 with dilute hydrochloric acid. The precipitate was filtered off with suction, washed with water, dried and recrystallized from ethanol. The resulting 3-(5-chloro-2-methoxybenzamido)-7-m... The reactants are C1(=CC=CC=C1)SC1=CC=CC(=N1)CO ((6-phenylthio-2-pyridyl)methanol), ClC=1C=CC2=C(C=C(S2)C(C(=O)O)C(C)C)C1 (2-(5-chloro-2-benzothienyl)-3-methylbutanoic acid). Yields the product ClC=1C=CC2=C(C=C(S2)C(C(=O)OCC2=NC(=CC=C2)SC2=CC=CC=C2)C(C)C)C1 ((6-phenylthio-2-pyridyl)methyl 2-(5-chloro-2-benzothienyl)-3-methylbutanoate). RXN SMILES: [C:1]1([S:7][C:8]2[N:13]=[C:12]([CH2:14][OH:15])[CH:11]=[CH:10][CH:9]=2)[CH:6]=[CH:5][CH:4]=[CH:3][CH:2]=1.[Cl:16][C:17]1[CH:18]=[CH:19][C:20]2[S:24][C:23]([CH:25]([CH:29]([CH3:31])[CH3:30])[C:26](O)=[O:27])=[CH:22][C:21]=2[CH:32]=1>>[Cl:16][C:17]1[CH:18]=[CH:19][C:20]2[S:24][C:23]([CH:25]([CH:29]([CH3:30])[CH3:31])[C:26]([O:15][CH2:14][C:12]3[CH:11]=[CH:10][CH:9]=[C:8]([S:7][C:1]4[CH:6]=[CH:5][CH:4]=[CH:3][CH:2]=4)[N:13]=3)=[O:27])=[CH:22][C:21]=2[CH:32]=1. Reported procedure: Using the procedure of Example 10, (6-phenylthio-2-pyridyl)methanol is reacted with 2-(5-chloro-2-benzothienyl)-3-methylbutanoic acid to give (6-phenylthio-2-pyridyl)methyl 2-(5-chloro-2-benzothienyl)-3-methylbutanoate. The reactants are CCOC(=O)CCCBr, CN(C)C=O, CCOC(=O)c1cc2c(C)cccc2[nH]1, [H-], [Na+], O. The product is CCOC(=O)CCCn1c(C(=O)OCC)cc2c(C)cccc21. RXN SMILES: [Br:23][CH2:24][CH2:25][CH2:26][C:27](=[O:28])[O:29][CH2:30][CH3:31].[CH3:18][N:19]([CH3:20])[CH:21]=[O:22].[CH3:1][c:2]1[c:3]2[cH:4][c:5]([C:11](=[O:12])[O:13][CH2:14][CH3:15])[nH:6][c:7]2[cH:8][cH:9][cH:10]1.[H-:16].[Na+:17].[OH2:32]>>[CH3:1][c:2]1[c:3]2[cH:4][c:5]([C:11](=[O:12])[O:13][CH2:14][CH3:15])[n:6]([CH2:24][CH2:25][CH2:26][C:27](=[O:28])[O:29][CH2:30][CH3:31])[c:7]2[cH:8][cH:9][cH:10]1. Starting materials: compound, [N+](=O)([O-])C1=CC=C(COC(=O)N=C(N[C@@H](C(=O)N[C@@H]2CN(CC2)C(=O)OC(C)(C)C)C)NC(=O)OCC2=CC=C(C=C2)[N+](=O)[O-])C=C1 (tert-Butyl (3S)-3-[(2R)-2-[2,3-di(4-nitrobenzyloxycarbonyl)guanidino]-2-methylacetylamino]-1-pyrrolidinecarboxylate), FC(C(=O)O)(F)F (trifluoroacetic acid). The solvent is ClCCl (dichloromethane). Yields the product FC(C(=O)O)(F)F.[N+](=O)([O-])C1=CC=C(COC(=O)N=C(N[C@@H](C(=O)N[C@@H]2CNCC2)C)NC(=O)OCC2=CC=C(C=C2)[N+](=O)[O-])C=C1 ((3S)-3-[(2R)-2-[2,3-Di(4-nitrobenzyloxycarbonyl)guanidino]-2-methylacetylamino]pyrrolidine trifluoroacetate). Reaction SMILES: [N+:1]([C:4]1[CH:47]=[CH:46][C:7]([CH2:8][O:9][C:10]([N:12]=[C:13]([NH:32][C:33]([O:35][CH2:36][C:37]2[CH:42]=[CH:41][C:40]([N+:43]([O-:45])=[O:44])=[CH:39][CH:38]=2)=[O:34])[NH:14][C@H:15]([CH3:31])[C:16]([NH:18][C@H:19]2[CH2:23][CH2:22][N:21](C(OC(C)(C)C)=O)[CH2:20]2)=[O:17])=[O:11])=[CH:6][CH:5]=1)([O-:3])=[O:2].[F:48][C:49]([F:54])([F:53])[C:50]([OH:52])=[O:51]>ClCCl>[F:48][C:49]([F:54])([F:53])[C:50]([OH:52])=[O:51].[N+:1]([C:4]1[CH:47]=[CH:46][C:7]([CH2:8][O:9][C:10]([N:12]=[C:13]([NH:32][C:33]([O:35][CH2:36][C:37]2[CH:38]=[CH:39][C:40]([N+:43]([O-:45])=[O:44])=[CH:41][CH:42]=2)=[O:34])[NH:14][C@H:15]([CH3:31])[C:16]([NH:18][C@H:19]2[CH2:23][CH2:22][NH:21][CH2:20]2)=[O:17])=[O:11])=[CH:6][CH:5]=1)([O-:3])=[O:2] |f:3.4|. Procedure details: To a solution of the compound (1.087 g), which had been obtained in (1), in anhydrous dichloromethane (5 ml), trifluoroacetic acid (2 ml) was added dropwise under ice cooling. The resulting mixture was treated in a similar manner to that described in Referential Example 16-(2), whereby the title compound was obtained. The product was provided for use in the subsequent reaction without isolation, Infrared absorption spectrum (KBr) νmax cm-1 : 3290, 1739, 1674, 1645, 1625, 1555, 1524.